Dataset: the Open Reaction Database (ORD), a public repository of structured organic reaction records. Task: describe an organic reaction: reactants, conditions, products, and yield The reactants are ketone, CC[C@@H]1[C@@]([C@@H]([C@H](C(=O)[C@@H](C[C@@]([C@@H]([C@H]([C@@H]([C@H](C(=O)O1)C)O[C@H]2C[C@@]([C@H]([C@@H](O2)C)O)(C)OC)C)O[C@H]3[C@@H]([C@H](C[C@H](O3)C)N(C)C)O)(C)O)C)C)O)(C)O (erythromycin A), NO (hydroxylamine). Product: CC[C@@H]1[C@@]([C@@H]([C@H](/C(=N/O)/[C@@H](C[C@@]([C@@H]([C@H]([C@@H]([C@H](C(=O)O1)C)O[C@H]2C[C@@]([C@H]([C@@H](O2)C)O)(C)OC)C)O[C@H]3[C@@H]([C@H](C[C@H](O3)C)N(C)C)O)(C)O)C)C)O)(C)O (erythromycin oxime). RXN SMILES: [CH3:1][CH2:2][C@H:3]1[O:18][C:16](=[O:17])[C@H:15]([CH3:19])[C@@H:14]([O:20][C@@H:21]2[O:26][C@@H:25]([CH3:27])[C@H:24]([OH:28])[C@@:23]([O:30][CH3:31])([CH3:29])[CH2:22]2)[C@H:13]([CH3:32])[C@@H:12]([O:33][C@@H:34]2[O:39][C@H:38]([CH3:40])[CH2:37][C@H:36]([N:41]([CH3:43])[CH3:42])[C@H:35]2[OH:44])[C@@:11]([OH:46])([CH3:45])[CH2:10][C@@H:9]([CH3:47])[C:7](=O)[C@H:6]([CH3:48])[C@@H:5]([OH:49])[C@@:4]1([OH:51])[CH3:50].[NH2:52][OH:53]>>[CH3:1][CH2:2][C@H:3]1[O:18][C:16](=[O:17])[C@H:15]([CH3:19])[C@@H:14]([O:20][C@@H:21]2[O:26][C@@H:25]([CH3:27])[C@H:24]([OH:28])[C@@:23]([O:30][CH3:31])([CH3:29])[CH2:22]2)[C@H:13]([CH3:32])[C@@H:12]([O:33][C@@H:34]2[O:39][C@H:38]([CH3:40])[CH2:37][C@H:36]([N:41]([CH3:43])[CH3:42])[C@H:35]2[OH:44])[C@@:11]([OH:46])([CH3:45])[CH2:10][C@@H:9]([CH3:47])/[C:7](=[N:52]\[OH:53])/[C@H:6]([CH3:48])[C@@H:5]([OH:49])[C@@:4]1([OH:51])[CH3:50]. Procedure details: reacting the C-9 ketone of erythromycin A with hydroxylamine to form erythromycin oxime; Starting materials: O (water), [Na] (sodium), COC(C(C#N)=CO)=O (methylhydroxymethylene-cyanoacetate), P(Cl)(Cl)(Cl)(Cl)Cl (phosphorous pentachloride). The solvent is ClCCl (dichloromethane). Run at temperature 23 celsius, time 4 hour. Product: COC(C(C#N)=CCl)=O (Methyl-chloromethylene-cyanoacetate). As a reaction SMILES: [Na].[CH3:2][O:3][C:4](=[O:10])[C:5](=[CH:8]O)[C:6]#[N:7].P(Cl)(Cl)(Cl)(Cl)[Cl:12].O>ClCCl>[CH3:2][O:3][C:4](=[O:10])[C:5](=[CH:8][Cl:12])[C:6]#[N:7] |^1:0|. Reported procedure: To a suspension of the sodium salt of methylhydroxymethylene-cyanoacetate (19.0 g, 127 mmol) in 200 mL of dichloromethane was added phosphorous pentachloride (26.5 g, 127 mmol) in one portion. The reaction mixture was allowed to exotherm to reflux temperature and then maintained at reflux with stirring for 4 hours. The resulting light yellow suspension was allowed to cool to 23° C. and then poured into 400 mL of cold water. The mixture stirred for 15 minutes and the phases were separated. The aq... Starting materials: BrCc1ccccc1, COc1ncccc1-c1[nH]c2ccccc2c1C1CCNCC1, CCOC(C)=O, CCN(C(C)C)C(C)C, ClCCl, O. Product: COc1ncccc1-c1[nH]c2ccccc2c1C1CCN(Cc2ccccc2)CC1. RXN SMILES: [Br:33][CH2:34][c:35]1[cH:36][cH:37][cH:38][cH:39][cH:40]1.[CH3:1][O:2][c:3]1[n:4][cH:5][cH:6][cH:7][c:8]1-[c:9]1[nH:10][c:11]2[cH:12][cH:13][cH:14][cH:15][c:16]2[c:17]1[CH:18]1[CH2:19][CH2:20][NH:21][CH2:22][CH2:23]1.[CH3:41][CH2:42][O:43][C:44](=[O:45])[CH3:46].[CH:24]([N:25]([CH:26]([CH3:27])[CH3:28])[CH2:29][CH3:30])([CH3:31])[CH3:32].[Cl:47][CH2:48][Cl:49].[OH2:50]>>[CH3:1][O:2][c:3]1[n:4][cH:5][cH:6][cH:7][c:8]1-[c:9]1[nH:10][c:11]2[cH:12][cH:13][cH:14][cH:15][c:16]2[c:17]1[CH:18]1[CH2:19][CH2:20][N:21]([CH2:34][c:35]2[cH:36][cH:37][cH:38][cH:39][cH:40]2)[CH2:22][CH2:23]1. The reactants are COC(=O)C(CC(C)C)N(C(=O)OCC(Cl)(Cl)Cl)c1noc(C)c1Br, C1CCOC1, [K+], O=P([O-])(O)O, [Zn]. Yields the product COC(=O)C(CC(C)C)Nc1noc(C)c1Br. Reaction SMILES: [Br:1][c:2]1[c:3]([N:8]([CH:9]([CH2:10][CH:11]([CH3:12])[CH3:13])[C:14](=[O:15])[O:16][CH3:17])[C:18]([O:19][CH2:20][C:21]([Cl:22])([Cl:23])[Cl:24])=[O:25])[n:4][o:5][c:6]1[CH3:7].[CH2:33]1[O:34][CH2:35][CH2:36][CH2:37]1.[K+:31].[P:26]([O-:27])([OH:28])([OH:29])=[O:30].[Zn:32]>>[Br:1][c:2]1[c:3]([NH:8][CH:9]([CH2:10][CH:11]([CH3:12])[CH3:13])[C:14](=[O:15])[O:16][CH3:17])[n:4][o:5][c:6]1[CH3:7]. The reactants are SCC1CSC(O1)(CCC(=O)OCC)CCC(=O)OCC (Diethyl 5-(mercaptomethyl)-1,3-oxthiolane-2,2-dipropanoate), C(CC)C1=C(OCCCBr)C=CC(=C1O)C(C)=O (3-(2-n-propyl-3-hydroxy-4-acetylphenoxy)-1-bromopropane). Product: C(C)(=O)C1=C(C(=C(OCCCSCC2CSC(O2)(CCC(=O)OCC)CCC(=O)OCC)C=C1)CCC)O (Diethyl 5-[[[3-(4-acetyl-3-hydroxy-2-propylphenoxy)propyl]thio]methyl]-1,3-oxathiolane-2,2-dipropanoate), product. Yield: 90.0%. Reaction SMILES: [SH:1][CH2:2][CH:3]1[O:7][C:6]([CH2:15][CH2:16][C:17]([O:19][CH2:20][CH3:21])=[O:18])([CH2:8][CH2:9][C:10]([O:12][CH2:13][CH3:14])=[O:11])[S:5][CH2:4]1.[CH2:22]([C:25]1[C:35]([OH:36])=[C:34]([C:37](=[O:39])[CH3:38])[CH:33]=[CH:32][C:26]=1[O:27][CH2:28][CH2:29][CH2:30]Br)[CH2:23][CH3:24]>>[C:37]([C:34]1[CH:33]=[CH:32][C:26]([O:27][CH2:28][CH2:29][CH2:30][S:1][CH2:2][CH:3]2[O:7][C:6]([CH2:8][CH2:9][C:10]([O:12][CH2:13][CH3:14])=[O:11])([CH2:15][CH2:16][C:17]([O:19][CH2:20][CH3:21])=[O:18])[S:5][CH2:4]2)=[C:25]([CH2:22][CH2:23][CH3:24])[C:35]=1[OH:36])(=[O:39])[CH3:38]. Procedure: The title compound was prepared according to the procedure of Example 2 using the mercaptan produced in Example 64 (1.0 g, 0.003 mol), (3-(2-n-propyl-3-hydroxy-4-acetylphenoxy)-1-bromopropane (described in U.S. Pat. No. 4,565,882, Example 14) (1.1 g, 0.0033 mol) and anhydrous potassium carbonate (1.6 g) in methyl ethyl ketone (15 ml) The crude product was chromatographed on silica gel using 20% ethyl acetate/hexane as eluent to give 1.54 g (90%) of the product as an oil. Reactants: C(C)OC(=O)C=1NC(=C(C1C)C=O)C (4-formyl-3,5-dimethyl-1H-pyrrole-2-carboxylic acid ethyl ester), C(=O)([O-])[O-].[Cs+].[Cs+] (Cs2CO3), O (Water), BrCC1=NOC(=C1)C=1SC(=CC1)Cl (3-bromomethyl-5-(5-chloro-thiophen-2-yl)-isoxazole). Run in CN(C)C=O (DMF). Reaction conditions: time 30 minute. Product: C(C)OC(=O)C=1N(C(=C(C1C)C=O)C)CC1=NOC(=C1)C=1SC(=CC1)Cl (1-[5-(5-chloro-thiophen-2-yl)-isoxazol-3-ylmethyl]-4-formyl-3,5-dimethyl-1H-pyrrole-2-carboxylic acid ethyl ester). The yield is 80.3%. Reaction SMILES: [CH2:1]([O:3][C:4]([C:6]1[NH:7][C:8]([CH3:14])=[C:9]([CH:12]=[O:13])[C:10]=1[CH3:11])=[O:5])[CH3:2].C([O-])([O-])=O.[Cs+].[Cs+].Br[CH2:22][C:23]1[CH:27]=[C:26]([C:28]2[S:29][C:30]([Cl:33])=[CH:31][CH:32]=2)[O:25][N:24]=1.O>CN(C=O)C>[CH2:1]([O:3][C:4]([C:6]1[N:7]([CH2:22][C:23]2[CH:27]=[C:26]([C:28]3[S:29][C:30]([Cl:33])=[CH:31][CH:32]=3)[O:25][N:24]=2)[C:8]([CH3:14])=[C:9]([CH:12]=[O:13])[C:10]=1[CH3:11])=[O:5])[CH3:2] |f:1.2.3|. Procedure details: To 4-formyl-3,5-dimethyl-1H-pyrrole-2-carboxylic acid ethyl ester (2.60 g) in DMF (26 mL) was added Cs2CO3 (6.51 g). The mixture was stirred for 30 min at RT, then 3-bromomethyl-5-(5-chloro-thiophen-2-yl)-isoxazole (3.71 g) was added. Stirring was continued for 2 h at RT. Water was added and the phases were separated. The aqueous phase was extracted with DCM. The combined organic phases were washed with brine, dried (MgSO4) and was concentrated under reduced pressure to give crude 1-[5-(5-chloro... Starting materials: C(CC(=O)C)(=O)OC (methyl acetoacetate), C[O-].[Na+] (sodium methylate), BrCCCCCC (1-bromohexane). Solvent: CO (methanol). The product is C(C)(=O)C(C(=O)OC)CCCCCC (methyl 2-acetyloctanoate). Isolated yield 62.3%. As a reaction SMILES: [C:1]([O:7][CH3:8])(=[O:6])[CH2:2][C:3]([CH3:5])=[O:4].C[O-].[Na+].Br[CH2:13][CH2:14][CH2:15][CH2:16][CH2:17][CH3:18]>CO>[C:3]([CH:2]([CH2:13][CH2:14][CH2:15][CH2:16][CH2:17][CH3:18])[C:1]([O:7][CH3:8])=[O:6])(=[O:4])[CH3:5] |f:1.2|. Reported procedure: 465 g of methyl acetoacetate were added dropwise under nitrogen and stirring to 720 g of 30% sodium methylate solution in 1200 ml of methanol. Then, 727 g of 1-bromohexane were added and the reaction mixture was boiled at reflux for 20 hours. The majority of the methanol was distilled off and the residue was poured on to ice-water. The mixture was extracted with n-hexane and then with water. The organic phases were combined and dried over sodium sulphate. The solvent was evaporated and the crude... Starting materials: C(=O)(O)[O-].[Na+] (NaHCO3), FC(C(=O)OC(C(F)(F)F)=O)(F)F (Trifluoroacetic anhydride), C(C)(C)(C)OC(=O)N1CCC2(C(NC(=N2)C2=CC=C(C=C2)C(N)=O)=O)CC1 (2-(4-carbamoyl-phenyl)-4-oxo-1,3,8-triaza-spiro[4.5]dec-1-ene-8-carboxylic acid tert-butyl ester), N1=CC=CC=C1 (pyridine). The solvent is O1CCOCC1 (dioxane). Run at time 30 minute. Yields the product C(C)(C)(C)OC(=O)N1CCC2(C(NC(=N2)C2=CC=C(C=C2)C#N)=O)CC1 (2-(4-cyano-phenyl)-4-oxo-1,3,8-triaza-spiro[4.5]dec-1-ene-8-carboxylic acid tert-butyl ester). Isolated yield 70.5%. As a reaction SMILES: FC(F)(F)C(OC(=O)C(F)(F)F)=O.[C:14]([O:18][C:19]([N:21]1[CH2:40][CH2:39][C:24]2([N:28]=[C:27]([C:29]3[CH:34]=[CH:33][C:32]([C:35](=O)[NH2:36])=[CH:31][CH:30]=3)[NH:26][C:25]2=[O:38])[CH2:23][CH2:22]1)=[O:20])([CH3:17])([CH3:16])[CH3:15].N1C=CC=CC=1.C([O-])(O)=O.[Na+]>O1CCOCC1>[C:14]([O:18][C:19]([N:21]1[CH2:22][CH2:23][C:24]2([N:28]=[C:27]([C:29]3[CH:30]=[CH:31][C:32]([C:35]#[N:36])=[CH:33][CH:34]=3)[NH:26][C:25]2=[O:38])[CH2:39][CH2:40]1)=[O:20])([CH3:17])([CH3:15])[CH3:16] |f:3.4|. Procedure: Trifluoroacetic anhydride (0.287 ml, 2.07 mmol) was added to a solution of 2-(4-carbamoyl-phenyl)-4-oxo-1,3,8-triaza-spiro[4.5]dec-1-ene-8-carboxylic acid tert-butyl ester (350 mg, 0.94 mmol) and pyridine (0.303 ml) in dioxane (1.1 ml) at 0° C. The mixture was stirred for 30 minutes and then stirred at room temperature for one hour. An aqueous NaHCO3 solution was added to the reaction mixture, followed by extraction with dichloromethane. The organic layer was concentrated under reduced pressure,...